Dataset: the Open Reaction Database (ORD), a public repository of structured organic reaction records. Task: describe an organic reaction: reactants, conditions, products, and yield Reactants: Cc1csc2cc(Br)ccc12, CI, CCOC(C)=O, [Mg], O=C=O. The product is Cc1csc2cc(C(=O)O)ccc12. RXN SMILES: [Br:1][c:2]1[cH:3][cH:4][c:5]2[c:6]([s:7][cH:8][c:9]2[CH3:10])[cH:11]1.[CH3:12][I:13].[CH3:18][CH2:19][O:20][C:21](=[O:22])[CH3:23].[Mg:14].[O:15]=[C:16]=[O:17]>>[c:2]1([C:16](=[O:15])[OH:17])[cH:3][cH:4][c:5]2[c:6]([s:7][cH:8][c:9]2[CH3:10])[cH:11]1. The reactants are C1(CCCC1)C1=CC(=C(C=C1)S(=O)(=O)NC1=C(SC=C1)C(=O)OC)F (Methyl 3-(4-cyclopentyl-2-fluorophenylsulfonamido)thiophene-2-carboxylate), [OH-].[Na+] (sodium hydroxide). Solvent: O1CCCC1 (tetrahydrofuran), CO (methanol). Conditions: temperature 80 celsius. The product is C1(CCCC1)C1=CC(=C(C=C1)S(=O)(=O)NC1=C(SC=C1)C(=O)O)F (3-(4-Cyclopentyl-2-fluorophenylsulfonamido)thiophene-2-carboxylic acid). Isolated yield 103.1%. As a reaction SMILES: [CH:1]1([C:6]2[CH:11]=[CH:10][C:9]([S:12]([NH:15][C:16]3[CH:20]=[CH:19][S:18][C:17]=3[C:21]([O:23]C)=[O:22])(=[O:14])=[O:13])=[C:8]([F:25])[CH:7]=2)[CH2:5][CH2:4][CH2:3][CH2:2]1.[OH-].[Na+]>O1CCCC1.CO>[CH:1]1([C:6]2[CH:11]=[CH:10][C:9]([S:12]([NH:15][C:16]3[CH:20]=[CH:19][S:18][C:17]=3[C:21]([OH:23])=[O:22])(=[O:13])=[O:14])=[C:8]([F:25])[CH:7]=2)[CH2:2][CH2:3][CH2:4][CH2:5]1 |f:1.2|. Procedure: To a solution of 139 (33.0 mg; 0.084 mmol) in tetrahydrofuran (5 mL) and methanol (5 mL) was added aqueous sodium hydroxide (7.5 mL; 2N) and then heated at 80° C. for 16 hours. The reaction mixture was allowed to cool to room temperature and then extracted with diethyl ether. The aqueous layer was separated and acidified with aqueous hydrochloric acid (5 mL; 2N) then extracted with ethyl acetate (2×15 mL). The combined organic phases were dried over magnesium sulfate, filtered, and concentrated ... Starting materials: C(C)N1C(CC2=CC=CC=C12)=O (N-ethyloxindole), C(CC)(=O)Cl (propionyl chloride). The product is C(C)N1C(CC2=CC(=CC=C12)C(CC)=O)=O (1-Ethyl-5-Propionyl-2,3-dihydro-indol-2-one). Reaction SMILES: [CH2:1]([N:3]1[C:11]2[C:6](=[CH:7][CH:8]=[CH:9][CH:10]=2)[CH2:5][C:4]1=[O:12])[CH3:2].[C:13](Cl)(=[O:16])[CH2:14][CH3:15]>>[CH2:1]([N:3]1[C:11]2[C:6](=[CH:7][C:8]([C:13](=[O:16])[CH2:14][CH3:15])=[CH:9][CH:10]=2)[CH2:5][C:4]1=[O:12])[CH3:2]. Procedure details: Prepared from readily available starting materials (N-ethyloxindole and propionyl chloride) in a manner analogous to that set forth in Preparation 18.